This data is from the Open Reaction Database (ORD), a public repository of structured organic reaction records. The task is: describe an organic reaction: reactants, conditions, products, and yield Reactants: C1OC23[C@]4(C)[C@@H](CC2(OCCO3)OC1)[C@@H]1CC=C3CCCC[C@@H]3C1=C(C4)C4=CC=C(C=C4)OC (17,17-bis-(ethylenedioxy)-11-(4-methoxyphenyl)-5,9(11)-oestradiene), C[S-].[Na+] (sodium methanethiolate). Run in CN(C=O)C (dimethylformamide). Product: C1OC23[C@]4(C)[C@@H](CC2(OCCO3)OC1)[C@@H]1CC=C3CCCC[C@@H]3[C@H]1[C@H](C4)C4=CC=C(C=C4)O (17,17-Bis-(ethylenedioxy)-11β-(4-hydroxyphenyl)-5-oestrene). Reaction SMILES: [CH2:1]1[CH2:14][O:13][C:8]23[O:9][CH2:10][CH2:11][O:12][C:3]2([C@:4]2([CH2:26][C:25]([C:27]4[CH:32]=[CH:31][C:30]([O:33]C)=[CH:29][CH:28]=4)=[C:24]4[C@@H:15]([CH2:16][CH:17]=[C:18]5[C@@H:23]4[CH2:22][CH2:21][CH2:20][CH2:19]5)[C@@H:6]2[CH2:7]3)[CH3:5])[O:2]1.C[S-].[Na+]>CN(C)C=O>[CH2:11]1[CH2:10][O:9][C:8]23[O:13][CH2:14][CH2:1][O:2][C:3]2([C@:4]2([CH2:26][C@H:25]([C:27]4[CH:32]=[CH:31][C:30]([OH:33])=[CH:29][CH:28]=4)[C@H:24]4[C@@H:15]([CH2:16][CH:17]=[C:18]5[C@@H:23]4[CH2:22][CH2:21][CH2:20][CH2:19]5)[C@@H:6]2[CH2:7]3)[CH3:5])[O:12]1 |f:1.2|. Procedure: 130 g of the compound prepared in Example 1 c) are dissolved in 1.4 l of absolute dimethylformamide, 7.81 g of sodium methanethiolate are added and the reaction mixture is heated under reflux for 3 hours. The mixture is cooled and then poured onto water and the aqueous phase is extracted with ethyl acetate. The combined organic phases are washed repeatedly with saturated sodium chloride solution, dried over sodium sulphate and concentrated in vacuo. The residue is chromatographed on silica gel w... The reactants are C1(=CC=CC=C1)OC(NC=1SC=2N=CN=C(C2N1)OC)=O ((7-methoxy-thiazolo[5,4-d]pyrimidin-2-yl)-carbamic acid phenyl ester), C(C)(C)(C)OC(N[C@H]1CNCC1)=O (pyrrolidin-3(R)-yl-carbamic acid tert-butyl ester). Solvent: C(C)#N (acetonitrile). Reaction conditions: temperature 25 celsius. Yields the product C(C)(C)(C)OC(N[C@H]1CN(CC1)C(NC=1SC=2N=CN=C(C2N1)OC)=O)=O ([1-(7-methoxy-thiazolo[5,4-d]pyrimidin-2-ylcarbamoyl)-pyrrolidin-3(R)-yl]-carbamic acid tert-butyl ester). The yield is 103.0%. RXN SMILES: C1(O[C:8](=[O:21])[NH:9][C:10]2[S:11][C:12]3[N:13]=[CH:14][N:15]=[C:16]([O:19][CH3:20])[C:17]=3[N:18]=2)C=CC=CC=1.[C:22]([O:26][C:27](=[O:34])[NH:28][C@@H:29]1[CH2:33][CH2:32][NH:31][CH2:30]1)([CH3:25])([CH3:24])[CH3:23]>C(#N)C>[C:22]([O:26][C:27](=[O:34])[NH:28][C@@H:29]1[CH2:33][CH2:32][N:31]([C:8](=[O:21])[NH:9][C:10]2[S:11][C:12]3[N:13]=[CH:14][N:15]=[C:16]([O:19][CH3:20])[C:17]=3[N:18]=2)[CH2:30]1)([CH3:25])([CH3:23])[CH3:24]. Procedure: A solution of (7-methoxy-thiazolo[5,4-d]pyrimidin-2-yl)-carbamic acid phenyl ester (1.5 g, 0.0049 mol) in acetonitrile (80 mL) at 25° C. was treated with pyrrolidin-3(R)-yl-carbamic acid tert-butyl ester (0.92 g, 0.049 mol). The reaction mixture was heated at reflux for 1 h. It was then cooled to 25° C. and concentrated in vacuo. The residue was triturated with ether, filtered and dried in vacuo to afford [1-(7-methoxy-thiazolo[5,4-d]pyrimidin-2-ylcarbamoyl)-pyrrolidin-3(R)-yl]-carbamic acid ter...